From a dataset of the Open Reaction Database (ORD), a public repository of structured organic reaction records. describe an organic reaction: reactants, conditions, products, and yield Starting materials: CC1=C(C(=CC=C1)C)C1=CC=C(C=C1)C(=O)O (2′,6′-Dimethyl-1,1′-biphenyl-4-carboxylic acid), CN(C=O)C (N,N-dimethylformamide), C(C(=O)Cl)(=O)Cl (oxalyl chloride). The solvent is ClCCl (dichloromethane), ClCCl (dichloromethane). Product: CC1=C(C(=CC=C1)C)C1=CC=C(C=C1)C(=O)Cl (2′,6′-dimethyl-1,1′-biphenyl-4-carboxylic acid chloride). RXN SMILES: [CH3:1][C:2]1[CH:7]=[CH:6][CH:5]=[C:4]([CH3:8])[C:3]=1[C:9]1[CH:14]=[CH:13][C:12]([C:15]([OH:17])=O)=[CH:11][CH:10]=1.CN(C)C=O.C(Cl)(=O)C([Cl:26])=O>ClCCl>[CH3:1][C:2]1[CH:7]=[CH:6][CH:5]=[C:4]([CH3:8])[C:3]=1[C:9]1[CH:14]=[CH:13][C:12]([C:15]([Cl:26])=[O:17])=[CH:11][CH:10]=1. Procedure details: A stirred solution of 2′,6′-dimethyl-1,1′-biphenyl-4-carboxylic acid of Step A (0.790 g, 3.5 mmol) in dichloromethane (15 mL) was treated under nitrogen with a catalytic amount of N,N-dimethylformamide followed by dropwise addition of 2N oxalyl chloride in dichloromethane (2.8 mL). After the gas evolution ceased the mixture was refluxed for 4 hours, cooled, and evaporated. The residue was azeotroped twice with benzene and dried in vacuo to provide 2′,6′-dimethyl-1,1′-biphenyl-4-carboxylic acid c... The reactants are CCOC(=O)CCC(C)C1CC=C2C3=C(CCC21C)C1(C)CCC(O)C(C)(C)C1CC3, CCO, CCO, O. The product is CC(CCC(=O)O)C1CC=C2C3=C(CCC21C)C1(C)CCC(O)C(C)(C)C1CC3. RXN SMILES: [CH2:1]([CH3:2])[O:3][C:4]([CH2:5][CH2:6][CH:7]([CH3:8])[CH:9]1[CH2:10][CH:11]=[C:12]2[C:13]3=[C:23]([C:21]4([CH3:22])[CH:16]([CH2:15][CH2:14]3)[C:17]([CH3:29])([CH3:30])[CH:18]([OH:28])[CH2:19][CH2:20]4)[CH2:24][CH2:25][C:26]12[CH3:27])=[O:31].[CH2:33]([OH:34])[CH3:35].[CH3:36][CH2:37][OH:38].[OH2:32]>>[O:3]=[C:4]([CH2:5][CH2:6][CH:7]([CH3:8])[CH:9]1[CH2:10][CH:11]=[C:12]2[C:13]3=[C:23]([C:21]4([CH3:22])[CH:16]([CH2:15][CH2:14]3)[C:17]([CH3:29])([CH3:30])[CH:18]([OH:28])[CH2:19][CH2:20]4)[CH2:24][CH2:25][C:26]12[CH3:27])[OH:31].